Dataset: the Open Reaction Database (ORD), a public repository of structured organic reaction records. Task: describe an organic reaction: reactants, conditions, products, and yield Starting materials: C1CCOC1, [Na+], [OH-], CC(CO)(CO)COC(=O)Cc1ccc(-c2ccnc(Nc3cccc(CO)c3)n2)s1. The product is O=C(O)Cc1ccc(-c2ccnc(Nc3cccc(CO)c3)n2)s1. Reaction SMILES: [CH2:34]1[O:35][CH2:36][CH2:37][CH2:38]1.[Na+:33].[OH-:32].[OH:1][CH2:2][C:3]([CH2:4][OH:29])([CH3:30])[CH2:31][O:5][C:6]([CH2:7][c:8]1[s:9][c:10](-[c:13]2[n:14][c:15]([NH:19][c:20]3[cH:21][c:22]([CH2:26][OH:27])[cH:23][cH:24][cH:25]3)[n:16][cH:17][cH:18]2)[cH:11][cH:12]1)=[O:28]>>[O:5]=[C:6]([CH2:7][c:8]1[s:9][c:10](-[c:13]2[n:14][c:15]([NH:19][c:20]3[cH:21][c:22]([CH2:26][OH:27])[cH:23][cH:24][cH:25]3)[n:16][cH:17][cH:18]2)[cH:11][cH:12]1)[OH:28].